This data is from the Open Reaction Database (ORD), a public repository of structured organic reaction records. The task is: describe an organic reaction: reactants, conditions, products, and yield Starting materials: O1C(=CC=C1)B(O)O (2-furanboronic acid), BrC1=CC=C(C=C1)C1=CC(=NN1C1=CC=C(C=C1)S(=O)(=O)C)CO (5-[4-Bromophenyl]-3-hydroxymethy-1-[4-(methylsulfonyl)phenyl]-1H-pyrazole). Product: BrC1=CC=C(C=C1)C1=CC(=NN1C1=CC=C(C=C1)S(=O)(=O)C)C(=O)OCC (Ethyl 5-(4-Bromophenyl)-1-[4-(methylsulphonyl)phenyl]-1H-pyrazole-3-carboxylate). RXN SMILES: [O:1]1C=C[CH:3]=[C:2]1B(O)O.[Br:9][C:10]1[CH:15]=[CH:14][C:13]([C:16]2[N:20]([C:21]3[CH:26]=[CH:25][C:24]([S:27]([CH3:30])(=[O:29])=[O:28])=[CH:23][CH:22]=3)[N:19]=[C:18]([CH2:31][OH:32])[CH:17]=2)=[CH:12][CH:11]=1>>[Br:9][C:10]1[CH:11]=[CH:12][C:13]([C:16]2[N:20]([C:21]3[CH:26]=[CH:25][C:24]([S:27]([CH3:30])(=[O:29])=[O:28])=[CH:23][CH:22]=3)[N:19]=[C:18]([C:31]([O:1][CH2:2][CH3:3])=[O:32])[CH:17]=2)=[CH:14][CH:15]=1. Reported procedure: The title compound was prepared according to the procedure of Example 1 using 2-furanboronic acid instead of 2-thiophenboronic acid acid and 4-[5-[4-Bromophenyl]-3-hydroxymethy-1-[4-(methylsulfonyl)phenyl]-1H-pyrazole instead of 1-[4-(Methylsulfonyl)phenyl]-5-(4-bromophenyl)-3-trifluoromethyl-1H-pyrazole in step 2. Starting materials: COC([C@H](CC1=CC=C(C=C1)C1=CC=C(C=C1)C#N)NC(=O)C1NCC=2C=C3C(=CC2C1)OC[C@@H](O3)C3=CC=C(C=C3)OCC3=CC(=C(C=C3)Cl)Cl)=O ((S)-3-(4′-Cyano-biphenyl-4-yl)-2-({(S)-3-[4-(3,4-dichloro-benzyloxy)-phenyl]-2,3,6,7,8,9-hexahydro-[1,4]dioxino[2,3-g]isoquinoline-8-carbonyl}-amino)-propionic acid methyl ester), C(C)(=O)NC=1SC(=C(N1)S(=O)(=O)Cl)C (2-acetylamino-5-methyl-thiazole-4-sulfonyl chloride). Yields the product COC([C@H](CC1=CC=C(C=C1)C1=CC=C(C=C1)C#N)NC(=O)C1N(CC=2C=C3C(=CC2C1)OC[C@@H](O3)C3=CC=C(C=C3)OCC3=CC(=C(C=C3)Cl)Cl)S(=O)(=O)C=3N=C(SC3C)NC(C)=O)=O ((S)-2-({(S)-7-(2-acetylamino-5-methyl-thiazole-4-sulfonyl)-3-[4-(3,4-dichloro-benzyloxy)-phenyl]-2,3,6,7,8,9-hexahydro-[1,4]dioxino[2,3-g]isoquinoline-8-carbonyl}-amino)-3-(4′-cyano-biphenyl-4-yl)-propionic acid methyl ester). Reaction SMILES: [CH3:1][O:2][C:3](=[O:53])[C@@H:4]([NH:20][C:21]([CH:23]1[CH2:32][C:31]2[CH:30]=[C:29]3[O:33][CH2:34][C@H:35]([C:37]4[CH:42]=[CH:41][C:40]([O:43][CH2:44][C:45]5[CH:50]=[CH:49][C:48]([Cl:51])=[C:47]([Cl:52])[CH:46]=5)=[CH:39][CH:38]=4)[O:36][C:28]3=[CH:27][C:26]=2[CH2:25][NH:24]1)=[O:22])[CH2:5][C:6]1[CH:11]=[CH:10][C:9]([C:12]2[CH:17]=[CH:16][C:15]([C:18]#[N:19])=[CH:14][CH:13]=2)=[CH:8][CH:7]=1.[C:54]([NH:57][C:58]1[S:59][C:60]([CH3:67])=[C:61]([S:63](Cl)(=[O:65])=[O:64])[N:62]=1)(=[O:56])[CH3:55]>>[CH3:1][O:2][C:3](=[O:53])[C@@H:4]([NH:20][C:21]([CH:23]1[CH2:32][C:31]2[CH:30]=[C:29]3[O:33][CH2:34][C@H:35]([C:37]4[CH:42]=[CH:41][C:40]([O:43][CH2:44][C:45]5[CH:50]=[CH:49][C:48]([Cl:51])=[C:47]([Cl:52])[CH:46]=5)=[CH:39][CH:38]=4)[O:36][C:28]3=[CH:27][C:26]=2[CH2:25][N:24]1[S:63]([C:61]1[N:62]=[C:58]([NH:57][C:54](=[O:56])[CH3:55])[S:59][C:60]=1[CH3:67])(=[O:64])=[O:65])=[O:22])[CH2:5][C:6]1[CH:11]=[CH:10][C:9]([C:12]2[CH:13]=[CH:14][C:15]([C:18]#[N:19])=[CH:16][CH:17]=2)=[CH:8][CH:7]=1. Reported procedure: (S)-3-(4′-Cyano-biphenyl-4-yl)-2-({(S)-3-[4-(3,4-dichloro-benzyloxy)-phenyl]-2,3,6,7,8,9-hexahydro-[1,4]dioxino[2,3-g]isoquinoline-8-carbonyl}-amino)-propionic acid methyl ester (130 mg) was reacted with 2-acetylamino-5-methyl-thiazole-4-sulfonyl chloride (54 mg) to furnish (S)-2-({(S)-7-(2-acetylamino-5-methyl-thiazole-4-sulfonyl)-3-[4-(3,4-dichloro-benzyloxy)-phenyl]-2,3,6,7,8,9-hexahydro-[1,4]dioxino[2,3-g]isoquinoline-8-carbonyl}-amino)-3-(4′-cyano-biphenyl-4-yl)-propionic acid methyl ester ... The reactants are amine-HCl, Cl (HCl), amine, amino ester, crude product, solution, C1(=CC=CC=C1)[Mg]Br (phenylmagnesium bromide), Cl.COC([C@@H](N)[C@@H](C)CC)=O ((S)-isoleucine methyl ester hydrochloride), Cl (HCl). The solvent is C(C)OCC (diethyl ether), O (water), C1CCOC1 (THF). Run at time 17 hour. The product is N[C@H](C(O)(C1=CC=CC=C1)C1=CC=CC=C1)[C@@H](CC)C ((2S,3R)-2-Amino-1,1-diphenyl-3-methylpentan-1-ol). The yield is 4.5%. As a reaction SMILES: [C:1]1([Mg]Br)[CH:6]=[CH:5][CH:4]=[CH:3][CH:2]=1.Cl.CO[C:12](=[O:19])[C@H:13]([C@H:15]([CH2:17][CH3:18])[CH3:16])[NH2:14].Cl>C1COCC1.C(OCC)C.O>[NH2:14][C@@H:13]([C@H:15]([CH3:16])[CH2:17][CH3:18])[C:12]([C:1]1[CH:6]=[CH:5][CH:4]=[CH:3][CH:2]=1)([C:1]1[CH:6]=[CH:5][CH:4]=[CH:3][CH:2]=1)[OH:19] |f:1.2|. Reported procedure: A 1 M solution of phenylmagnesium bromide (49.0 g, 0.27 mol) in THF was added dropwise to (S)-isoleucine methyl ester hydrochloride (9.8 g, 54.0 mmol) at 0° C. and then stirred for 17 h at room temperature. The reaction mixture was cooled to 0° C., quenched with dropwise addition of saturated NH4Cl and then diluted with AcOEt and water until partition occurred. Organic products were extracted into AcOEt (3×50 ml), dried over MgSO4/K2CO3 and concentrated to obtain a crude product. The crude produ... The reactants are CC1=CC=C(C=C1)C1=C(N=C(N1)C1=CC=CC=C1)C(=O)O (5-(4-Methylphenyl)-2-phenylimidazole-4-carboxylic acid), NC=1SC2=C(N1)C=CC=C2 (2-aminobenzothiazole). The product is S1C(=NC2=C1C=CC=C2)NC(=O)C=2N=C(NC2C2=CC=C(C=C2)C)C2=CC=CC=C2 (N-(benzothiazol-2-yl)-5-(4-methylphenyl)-2-phenylimidazole-4-carboxamide). Yield: 6.8%. RXN SMILES: [CH3:1][C:2]1[CH:7]=[CH:6][C:5]([C:8]2[NH:12][C:11]([C:13]3[CH:18]=[CH:17][CH:16]=[CH:15][CH:14]=3)=[N:10][C:9]=2[C:19](O)=[O:20])=[CH:4][CH:3]=1.[NH2:22][C:23]1[S:24][C:25]2[CH:31]=[CH:30][CH:29]=[CH:28][C:26]=2[N:27]=1>>[S:24]1[C:25]2[CH:31]=[CH:30][CH:29]=[CH:28][C:26]=2[N:27]=[C:23]1[NH:22][C:19]([C:9]1[N:10]=[C:11]([C:13]2[CH:18]=[CH:17][CH:16]=[CH:15][CH:14]=2)[NH:12][C:8]=1[C:5]1[CH:4]=[CH:3][C:2]([CH3:1])=[CH:7][CH:6]=1)=[O:20]. Procedure details: 5-(4-Methylphenyl)-2-phenylimidazole-4-carboxylic acid (0.5 g) and 2-aminobenzothiazole (0.35 g) were reacted and treated in the same manner as in Example 1 to give N-(benzothiazol-2-yl)-5-(4-methylphenyl)-2-phenylimidazole-4-carboxamide (0.05 g), melting point 269-270° C.